This data is from the Open Reaction Database (ORD), a public repository of structured organic reaction records. The task is: describe an organic reaction: reactants, conditions, products, and yield The reactants are CNC(=O)N1CC(C(=O)OC)c2cc(N(CC(=O)OC(C)(C)C)S(=O)(=O)c3cc(Cl)cc(Cl)c3)ccc21, CCOC(C)=O, [Cl-], Cl, [Li+], [Na+], C1CCOC1, [OH-], O. Yields the product CNC(=O)N1CC(C(=O)O)c2cc(N(CC(=O)OC(C)(C)C)S(=O)(=O)c3cc(Cl)cc(Cl)c3)ccc21. Reaction SMILES: [C:1]([CH3:2])([CH3:3])([CH3:4])[O:5][C:6](=[O:7])[CH2:8][N:9]([c:10]1[cH:11][c:12]2[c:16]([cH:17][cH:18]1)[N:15]([C:19]([NH:20][CH3:21])=[O:22])[CH2:14][CH:13]2[C:23](=[O:24])[O:25][CH3:26])[S:27](=[O:28])(=[O:29])[c:30]1[cH:31][c:32]([Cl:37])[cH:33][c:34]([Cl:36])[cH:35]1.[CH3:49][CH2:50][O:51][C:52](=[O:53])[CH3:54].[Cl-:42].[ClH:40].[Li+:38].[Na+:41].[O:43]1[CH2:44][CH2:45][CH2:46][CH2:47]1.[OH-:39].[OH2:48]>>[C:1]([CH3:2])([CH3:3])([CH3:4])[O:5][C:6](=[O:7])[CH2:8][N:9]([c:10]1[cH:11][c:12]2[c:16]([cH:17][cH:18]1)[N:15]([C:19]([NH:20][CH3:21])=[O:22])[CH2:14][CH:13]2[C:23](=[O:24])[OH:25])[S:27](=[O:28])(=[O:29])[c:30]1[cH:31][c:32]([Cl:37])[cH:33][c:34]([Cl:36])[cH:35]1. Yields the product ClC1=NC(=CC(=C1)CO)N(C)C ((2-chloro-6-(dimethylamino)pyridin-4-yl)methanol). The reactants are C(C)(=O)OCC (Ethyl acetate), O (H2O), ClC1=NC(=CC(=C1)CO)Cl ((2,6-dichloropyridin-4-yl)methanol), N(C)C ((CH3)2NH). Run at time 45 minute. As a reaction SMILES: [Cl:1][C:2]1[CH:7]=[C:6]([CH2:8][OH:9])[CH:5]=[C:4](Cl)[N:3]=1.C(OCC)(=O)C.O.[NH:18]([CH3:20])[CH3:19]>>[Cl:1][C:2]1[CH:7]=[C:6]([CH2:8][OH:9])[CH:5]=[C:4]([N:18]([CH3:20])[CH3:19])[N:3]=1. Reported procedure: A mixture of crude (2,6-dichloropyridin-4-yl)methanol in 7 mL of (CH3)2NH (40 wt % solution in H2O) was stirred at r.t. for 45 min. The temperature was increased to 50° C., and the solution was stirred at 50° C. for about 24 h. Ethyl acetate and H2O (15 mL) were added, and the aqueous layer was extracted with EtOAc. The combined extracts were washed with brine, and the aqueous layer was extracted with EtOAc. The combined extracts were dried over Na2SO4, filtered, and concentrated. Purification b... Reactants: C(C)(=O)C1=CC=C(C=C1)C1=CC=CC=C1 (4-acetylbiphenyl), II (I2), formula 2, Cl (HCl), C(C)OC(CBr)=O (ethylbromoacetate). Reagents/catalysts: [Zn] (Zn). Solvent: C1=CC=CC=C1 (benzene), C1=CC=CC=C1 (benzene). Yields the product OC(CC(=O)OCC)(C)C1=CC=C(C=C1)C1=CC=CC=C1 (ethyl 3-hydroxy-3-([1,1′-biphenyl]-4yl)butanoate). Isolated yield 72.1%. RXN SMILES: [C:1]([C:4]1[CH:9]=[CH:8][C:7]([C:10]2[CH:15]=[CH:14][CH:13]=[CH:12][CH:11]=2)=[CH:6][CH:5]=1)(=[O:3])[CH3:2].II.[CH2:18]([O:20][C:21](=[O:24])[CH2:22]Br)[CH3:19].Cl>C1C=CC=CC=1.[Zn]>[OH:3][C:1]([C:4]1[CH:9]=[CH:8][C:7]([C:10]2[CH:15]=[CH:14][CH:13]=[CH:12][CH:11]=2)=[CH:6][CH:5]=1)([CH3:2])[CH2:22][C:21]([O:20][CH2:18][CH3:19])=[O:24]. Procedure details: To a refluxing mixture of 4-acetylbiphenyl (20 g), I2 (5 mg) and Zn (6.8 g) in benzene (200 ml) was added ethylbromoacetate (12 ml) dropwise during 30 minutes. The mixture was refluxed for 1 h and then cooled to room temperature. It was acidified with 10% HCl (100 ml) and benzene layer was separated out. The organic layer was washed with water, dried (Na2SO4) and concentrated. The crude product was purified by column chromatography on silica gel to give 20.6 g (72.1% yield) of ethyl 3-hydroxy-3-... Starting materials: CN1C(CC[C@@]2(C3=C(CC[C@@H]12)C=C(C=C3)S)C)=O ((+)-(4aR)-(10bR)-4-methyl-8-mercapto-10b-methyl-1,2,3,4,4a,-5,6,10b-octahydrobenzo[f]quinolin-3-one), C([O-])([O-])=O.[K+].[K+] (potassium carbonate), ClC=1SC2=C(N1)C(=CC=C2)CC (2-chloro-4-ethyl-benzothiazole), CN(C=O)C (dimethylformamide). Solvent: C(C)(=O)OCC (ethyl acetate). Product: CN1C(CC[C@@]2(C3=C(CC[C@@H]12)C=C(C=C3)SC=3SC1=C(N3)C(=CC=C1)CC)C)=O ((+)-(4aR)-(10bR)-4-methyl-8-(4-ethyl-2-benzothiazolylthio)-10b-methyl-1,2,3,4,4a,5,6,10b-octahydrobenzo[f]quinolin-3-one). Yield: 68.7%. As a reaction SMILES: [CH3:1][N:2]1[C@H:11]2[C@@:6]([CH3:17])([C:7]3[CH:15]=[CH:14][C:13]([SH:16])=[CH:12][C:8]=3[CH2:9][CH2:10]2)[CH2:5][CH2:4][C:3]1=[O:18].C(=O)([O-])[O-].[K+].[K+].Cl[C:26]1[S:27][C:28]2[CH:34]=[CH:33][CH:32]=[C:31]([CH2:35][CH3:36])[C:29]=2[N:30]=1.CN(C)C=O>C(OCC)(=O)C>[CH3:1][N:2]1[C@H:11]2[C@@:6]([CH3:17])([C:7]3[CH:15]=[CH:14][C:13]([S:16][C:26]4[S:27][C:28]5[CH:34]=[CH:33][CH:32]=[C:31]([CH2:35][CH3:36])[C:29]=5[N:30]=4)=[CH:12][C:8]=3[CH2:9][CH2:10]2)[CH2:5][CH2:4][C:3]1=[O:18] |f:1.2.3|. Procedure details: A 200 mL round bottom flask was charged with (+)-(4aR)-(10bR)-4-methyl-8-mercapto-10b-methyl-1,2,3,4,4a,-5,6,10b-octahydrobenzo[f]quinolin-3-one (1.36 g, 5.20 mmol), potassium carbonate (2.16 g, 15.6 mmol), 2-chloro-4-ethyl-benzothiazole (1.23 g, 6.20 mmol) and 14 mL of anhydrous dimethylformamide, fitted with a reflux condenser, and the stirred mixture was heated at 60°, under nitrogen, for 18h. The mixture was cooled, diluted with ethyl acetate (750 mL) and washed with brine (6×250 mL). The co... Reactants: B, C=CCC1(c2ccc(F)cc2)CCN(C(C)c2ccc(Br)cc2)C(=O)O1, C1CCOC1, C1CCOC1, Cl, [Na+], [OH-], O, OO. Yields the product CC(c1ccc(Br)cc1)N1CCC(CCCO)(c2ccc(F)cc2)OC1=O. As a reaction SMILES: [BH3:27].[CH2:1]([CH:2]=[CH2:3])[C:4]1([c:20]2[cH:21][cH:22][c:23]([F:26])[cH:24][cH:25]2)[CH2:5][CH2:6][N:7]([CH:11]([CH3:12])[c:13]2[cH:14][cH:15][c:16]([Br:19])[cH:17][cH:18]2)[C:8](=[O:10])[O:9]1.[CH2:28]1[CH2:31][CH2:30][CH2:29][O:32]1.[CH2:38]1[O:39][CH2:40][CH2:41][CH2:42]1.[ClH:37].[Na+:34].[OH-:33].[OH2:43].[OH:35][OH:36]>>[CH2:1]([CH2:2][CH2:3][OH:32])[C:4]1([c:20]2[cH:21][cH:22][c:23]([F:26])[cH:24][cH:25]2)[CH2:5][CH2:6][N:7]([CH:11]([CH3:12])[c:13]2[cH:14][cH:15][c:16]([Br:19])[cH:17][cH:18]2)[C:8](=[O:10])[O:9]1.